From a dataset of the Open Reaction Database (ORD), a public repository of structured organic reaction records. describe an organic reaction: reactants, conditions, products, and yield Product: CC(C)(C)OC(=O)CN1CCN(c2ccccn2)C1=O. RXN SMILES: [Br:13][CH2:14][C:15](=[O:16])[O:17][C:18]([CH3:19])([CH3:20])[CH3:21].[H-:22].[Na+:23].[O:24]=[CH:25][N:26]([CH3:27])[CH3:28].[n:1]1[c:2]([N:7]2[C:8](=[O:12])[NH:9][CH2:10][CH2:11]2)[cH:3][cH:4][cH:5][cH:6]1>>[n:1]1[c:2]([N:7]2[C:8](=[O:12])[N:9]([CH2:14][C:15](=[O:16])[O:17][C:18]([CH3:19])([CH3:20])[CH3:21])[CH2:10][CH2:11]2)[cH:3][cH:4][cH:5][cH:6]1. The reactants are CC(C)(C)OC(=O)CBr, [H-], [Na+], CN(C)C=O, O=C1NCCN1c1ccccn1. Reaction SMILES: [CH3:1][S:2]([O:3][CH:6]([C:7](=[O:8])[O:9][CH2:10][CH3:11])[c:12]1[s:13][cH:14][cH:15][cH:16]1)(=[O:4])=[O:5].[CH3:33][C:34]#[N:35].[CH:24]([N:25]([CH2:26][CH3:27])[CH:28]([CH3:29])[CH3:30])([CH3:31])[CH3:32].[NH2:17][c:18]1[cH:19][cH:20][cH:21][cH:22][cH:23]1>>[CH:6]([C:7](=[O:8])[O:9][CH2:10][CH3:11])([c:12]1[s:13][cH:14][cH:15][cH:16]1)[NH:17][c:18]1[cH:19][cH:20][cH:21][cH:22][cH:23]1. The product is CCOC(=O)C(Nc1ccccc1)c1cccs1. The reactants are CCOC(=O)C(OS(C)(=O)=O)c1cccs1, CC#N, CCN(C(C)C)C(C)C, Nc1ccccc1. The reactants are C(C1=CC=CC=C1)OC1=CC=C(C=C1)C(=C)I (1-benzyloxy-4-(1-iodo-vinyl)-benzene), C(=C)[Sn](CCCC)(CCCC)CCCC (vinyl tributyl tin), PdCl2(CH3CN)2. The solvent is CN(C)C=O (DMF). Conditions: temperature 25 celsius, time 16 hour. The product is C(C1=CC=CC=C1)OC1=CC=C(C=C1)C(C=C)=C (1-benzyloxy-4-(1-methylene-allyl)-benzene). RXN SMILES: [CH2:1]([O:8][C:9]1[CH:14]=[CH:13][C:12]([C:15](I)=[CH2:16])=[CH:11][CH:10]=1)[C:2]1[CH:7]=[CH:6][CH:5]=[CH:4][CH:3]=1.[CH:18]([Sn](CCCC)(CCCC)CCCC)=[CH2:19]>CN(C=O)C>[CH2:1]([O:8][C:9]1[CH:14]=[CH:13][C:12]([C:15](=[CH2:16])[CH:18]=[CH2:19])=[CH:11][CH:10]=1)[C:2]1[CH:7]=[CH:6][CH:5]=[CH:4][CH:3]=1. Procedure: 1-benzyloxy-4-(1-iodo-vinyl)-benzene (12.0 g, 0.035 mol), vinyl tributyl tin (16.0 mL, 0.056 mol) and PdCl2(CH3CN)2 (150 mg, 0.0579 mmol) were dissolved in DMF (300 mL). The reaction mixture was stirred at 25° C. for 16 h, then partitioned between ethyl acetate (800 mL) and H2O (400 mL). The organic layer was washed by brine, concentrated and purified on SiO2 (15% ethyl acetate/Hexane) to yield 1-benzyloxy-4-(1-methylene-allyl)-benzene. Starting materials: C(C)(=O)[O-].[NH4+] (ammonium acetate), CO[C@H]1[C@@H](C[C@@H]2CN3CCC4=C([C@H]3C[C@@H]2[C@@H]1C(=O)OC)NC5=C4C=CC(=C5)OC)OC(=O)C6=CC(=C(C(=C6)OC)OC)OC (Hypersil). Run in C(C)#N (acetonitrile). The product is COC1=CC=C2CCC(N(C2=C1)C)=O (7-Methoxy-1-methyl-3,4-dihydro-1H-quinolin-2-one). RXN SMILES: C([O-])(=[O:3])C.[NH4+].CO[C@@H]1[C@@H](C(OC)=O)[C@@H]2[C@@H](CN3[C@H](C2)[C:17]2[NH:26][C:27]4[CH:32]=[C:31]([O:33][CH3:34])[CH:30]=[CH:29][C:28]=4[C:16]=2[CH2:15][CH2:14]3)C[C@H]1OC(C1C=C(OC)C(OC)=C(OC)C=1)=O>C(#N)C>[CH3:34][O:33][C:31]1[CH:32]=[C:27]2[C:28]([CH2:16][CH2:15][C:14](=[O:3])[N:26]2[CH3:17])=[CH:29][CH:30]=1 |f:0.1|. Reported procedure: Under nitrogen, combined 3.2 g of 7-Hydroxy-3,4-dihydro-1H-quinolin-2-one (0.0196 mol) with 25 ml of THF. Added 5.1 g of potassium t-butoxide (0.0451 mol) and stirred for 1.25 hours. Added 4.3 ml of dimethyl sulfate (0.0451 mol), followed by 10 ml of THF and stirred overnight. The reaction mixture was diluted with EtOAc and extracted three times with H2O, dried (MgSO4), and evaporated under reduced pressure. Purified by chromatography on Biotage Flash 40, eluting with 3:1 Hexanes/EtOAc to give 1... Reported procedure: To a solution of 5-chloro-4-nitro-1-(tetrahydro-2H-pyran-4-yl)-1H-pyrazole (0.4 g, 2 mmol) in ethanol (10 mL) was added ammonium chloride (0.3 g, 5 mmol) and iron (0.3 g). The reaction was stirred at 90° C. for 30 minutes before filtered through celite and concentrated. The residue was triturated in EtOAc and filtered. The filtrated was concentrated to give the title compound (0.34 g, quant.) Reagents/catalysts: [Fe] (iron). Yield: 84.3%. Run in C(C)O (ethanol). Run at temperature 90 celsius, time 30 minute. Reaction SMILES: [Cl:1][C:2]1[N:6]([CH:7]2[CH2:12][CH2:11][O:10][CH2:9][CH2:8]2)[N:5]=[CH:4][C:3]=1[N+:13]([O-])=O.[Cl-].[NH4+]>C(O)C.[Fe]>[Cl:1][C:2]1[N:6]([CH:7]2[CH2:8][CH2:9][O:10][CH2:11][CH2:12]2)[N:5]=[CH:4][C:3]=1[NH2:13] |f:1.2|. Starting materials: ClC1=C(C=NN1C1CCOCC1)[N+](=O)[O-] (5-chloro-4-nitro-1-(tetrahydro-2H-pyran-4-yl)-1H-pyrazole), [Cl-].[NH4+] (ammonium chloride). Product: ClC1=C(C=NN1C1CCOCC1)N (5-Chloro-1-(tetrahydro-2H-pyran-4-yl)-1H-pyrazol-4-amine). Starting materials: BrC=1C=CC(=C(C1)[C@@]1(C(OCC(N1)=O)(C)C)C)F ((R)-5-(5-bromo-2-fluoro-phenyl)-5,6,6-trimethyl-morpholin-3-one), sodium tert-butylate, C(C1=CC=CC=C1)(C1=CC=CC=C1)=N (Benzophenone imine). The reagents and catalysts are C1=CC=C(C=C1)/C=C/C(=O)/C=C/C2=CC=CC=C2.C1=CC=C(C=C1)/C=C/C(=O)/C=C/C2=CC=CC=C2.C1=CC=C(C=C1)/C=C/C(=O)/C=C/C2=CC=CC=C2.C(Cl)(Cl)Cl.[Pd].[Pd] (tris(dibenzylideneacetone)-dipalladium chloroform), C(C)(C)(C)P(C1=C(C=CC=C1)C1=C(C=C(C=C1C(C)C)C(C)C)C(C)C)C(C)(C)C (2-di-tert-butylphosphino-2′,4′,6′-triisopropylbiphenyl). Run in C1(=CC=CC=C1)C (toluene). Reaction conditions: temperature 105 celsius, time 20 hour. The product is C(C1=CC=CC=C1)(C1=CC=CC=C1)=NC=1C=CC(=C(C1)[C@@]1(C(OCC(N1)=O)(C)C)C)F ((R)-5-[5-(Benzhydrylidene-amino)-2-fluoro-phenyl]-5,6,6-trimethyl-morpholin-3-one). Isolated yield 112.5%. As a reaction SMILES: Br[C:2]1[CH:3]=[CH:4][C:5]([F:18])=[C:6]([C@@:8]2([CH3:17])[NH:13][C:12](=[O:14])[CH2:11][O:10][C:9]2([CH3:16])[CH3:15])[CH:7]=1.[C:19](=[NH:32])([C:26]1[CH:31]=[CH:30][CH:29]=[CH:28][CH:27]=1)[C:20]1[CH:25]=[CH:24][CH:23]=[CH:22][CH:21]=1>C1(C)C=CC=CC=1.C1C=CC(/C=C/C(/C=C/C2C=CC=CC=2)=O)=CC=1.C1C=CC(/C=C/C(/C=C/C2C=CC=CC=2)=O)=CC=1.C1C=CC(/C=C/C(/C=C/C2C=CC=CC=2)=O)=CC=1.C(Cl)(Cl)Cl.[Pd].[Pd].C(P(C(C)(C)C)C1C=CC=CC=1C1C(C(C)C)=CC(C(C)C)=CC=1C(C)C)(C)(C)C>[C:19](=[N:32][C:2]1[CH:3]=[CH:4][C:5]([F:18])=[C:6]([C@@:8]2([CH3:17])[NH:13][C:12](=[O:14])[CH2:11][O:10][C:9]2([CH3:16])[CH3:15])[CH:7]=1)([C:26]1[CH:27]=[CH:28][CH:29]=[CH:30][CH:31]=1)[C:20]1[CH:25]=[CH:24][CH:23]=[CH:22][CH:21]=1 |f:3.4.5.6.7.8|. Procedure: In a sealed tube a solution of (R)-5-(5-bromo-2-fluoro-phenyl)-5,6,6-trimethyl-morpholin-3-one (1.0 g, 3.2 mmol) in toluene (8 ml) was treated consecutively with sodium tert-butylate (912 mg, 9.5 mmol), 2-di-tert-butylphosphino-2′,4′,6′-triisopropylbiphenyl (tert-butyl-x-phos) (134 mg, 10 mol %) and tris(dibenzylideneacetone)-dipalladium chloroform complex [Pd2(dba)3.CHCl3] (98 mg, 5 mol %). Benzophenone imine (1.06 ml, 6.3 mmol) was added finally via syringe. The tube was sealed under argon and... Conditions: time 8 hour. The reactants are BrCC(=O)N1[C@H](C(=O)OC(C)(C)C)CCC1 (1-(bromoacetyl)-L-proline, 1,1-dimethylethyl ester), NC1=CC=CC=C1 (aniline), N1[C@H](C(=O)OC(C)(C)C)CCC1 (L-proline, 1,1-dimethylethyl ester). Reported procedure: To a solution of 1-(bromoacetyl)-L-proline, 1,1-dimethylethyl ester (2.1 g., 7.5 mmole) in distilled tetrahydrofuran (40 ml.) is added aniline (1.5 g., 15 mmole) and the reaction mixture is stirred overnight under nitrogen. The reaction mixture is diluted with ethyl acetate (200 ml.), washed with saturated sodium bicarbonate (2×50 ml.) and water (twice), dried (Na2SO4), and concentrated in vacuo into a dark oily residue (4.0 g.). Flash chromatography (LPS-1 silica gel, 10% ethyl acetate/methylen... The solvent is C(C)(=O)OCC (ethyl acetate), O1CCCC1 (tetrahydrofuran). As a reaction SMILES: Br[CH2:2][C:3]([N:5]1[CH2:16][CH2:15][CH2:14][C@H:6]1[C:7]([O:9][C:10]([CH3:13])([CH3:12])[CH3:11])=[O:8])=[O:4].[NH2:17][C:18]1[CH:23]=[CH:22][CH:21]=[CH:20][CH:19]=1.N1CCC[C@H]1C(OC(C)(C)C)=O>O1CCCC1.C(OCC)(=O)C>[C:18]1([NH:17][CH2:2][C:3]([N:5]2[CH2:16][CH2:15][CH2:14][C@H:6]2[C:7]([O:9][C:10]([CH3:13])([CH3:12])[CH3:11])=[O:8])=[O:4])[CH:23]=[CH:22][CH:21]=[CH:20][CH:19]=1. Product: C1(=CC=CC=C1)NCC(=O)N1[C@H](C(=O)OC(C)(C)C)CCC1 (1-(N-Phenylglycyl)-L-proline, 1,1-dimethylethyl ester).